describe an organic reaction: reactants, conditions, products, and yield From a dataset of the Open Reaction Database (ORD), a public repository of structured organic reaction records. Reactants: CC(C)(O)COCC1CO1, ClCCl, [Na+], O=C([O-])O, CC1(C)C2CCC1(CS(=O)(=O)O)C(=O)C2. Yields the product CC1(C)COCC(CO)O1. RXN SMILES: [CH3:1][C:2]([CH2:3][O:4][CH2:5][CH:6]1[O:7][CH2:8]1)([CH3:9])[OH:10].[Cl:31][CH2:32][Cl:33].[Na+:30].[O-:26][C:27]([OH:28])=[O:29].[O:11]=[S:12](=[O:13])([OH:14])[CH2:15][C:16]12[CH2:17][CH2:18][CH:19]([C:20]1([CH3:21])[CH3:22])[CH2:23][C:24]2=[O:25]>>[CH3:1][C:2]1([CH3:9])[CH2:3][O:4][CH2:5][CH:6]([CH2:8][OH:7])[O:10]1. Reactants: [BH4-].[Na+] (Sodium borohydride), C(C=C)N1C(=NC2=NC(=C(C=C21)Cl)C2=CC=C(C=C2)N2CCCC2)O[C@H]2[C@@H]1[C@H](OC2)[C@@H](CO1)O[Si](C)(C)C(C)(C)C ([(3R,3aR,6R,6aS)-3-[1-allyl-6-chloro-5-(4-pyrrolidin-1-ylphenyl)imidazo[4,5-b]pyridin-2-yl]oxy-2,3,3a,5,6,6a-hexahydrofuro[3,2-b]furan-6-yl]oxy-tert-butyl-dimethyl-silane), C1(=CC=CC=C1)P(CCCCP(C1=CC=CC=C1)C1=CC=CC=C1)C1=CC=CC=C1 (1,4-bis(diphenylphosphino)butane). Reagents/catalysts: C(C)(=O)[O-].[Pd+2].C(C)(=O)[O-] (palladium(II) acetate). The solvent is C(C)O (ethanol), C(C)O (ethanol). Reaction conditions: time 3.5 hour. Yields the product ClC=1C=C2C(=NC1C1=CC=C(C=C1)N1CCCC1)N=C(N2)O[C@H]2[C@@H]1[C@H](OC2)[C@@H](CO1)O[Si](C)(C)C(C)(C)C ([(3R,3aR,6R,6aS)-3-[[6-chloro-5-(4-pyrrolidin-1-ylphenyl)-1H-imidazo[4,5-b]pyridin-2-yl]oxy]-2,3,3a,5,6,6a-hexahydrofuro[3,2-b]furan-6-yl]oxy-tert-butyl-dimethyl-silane). As a reaction SMILES: C1(P(C2C=CC=CC=2)CCCCP(C2C=CC=CC=2)C2C=CC=CC=2)C=CC=CC=1.[BH4-].[Na+].C([N:36]1[C:44]2[C:39](=[N:40][C:41]([C:46]3[CH:51]=[CH:50][C:49]([N:52]4[CH2:56][CH2:55][CH2:54][CH2:53]4)=[CH:48][CH:47]=3)=[C:42]([Cl:45])[CH:43]=2)[N:38]=[C:37]1[O:57][C@@H:58]1[CH2:62][O:61][C@@H:60]2[C@H:63]([O:66][Si:67]([C:70]([CH3:73])([CH3:72])[CH3:71])([CH3:69])[CH3:68])[CH2:64][O:65][C@H:59]12)C=C>C(O)C.C([O-])(=O)C.[Pd+2].C([O-])(=O)C>[Cl:45][C:42]1[CH:43]=[C:44]2[NH:36][C:37]([O:57][C@@H:58]3[CH2:62][O:61][C@@H:60]4[C@H:63]([O:66][Si:67]([C:70]([CH3:73])([CH3:72])[CH3:71])([CH3:68])[CH3:69])[CH2:64][O:65][C@H:59]34)=[N:38][C:39]2=[N:40][C:41]=1[C:46]1[CH:51]=[CH:50][C:49]([N:52]2[CH2:56][CH2:55][CH2:54][CH2:53]2)=[CH:48][CH:47]=1 |f:1.2,5.6.7|. Reported procedure: 1,4-bis(diphenylphosphino)butane (5.9 mg, 0.014 mmol), palladium(II) acetate (4.0 mg, 0.018 mmol), and ethanol (0.17 ml) were combined in a 4 ml vial. The catalyst mixture was degassed (3×) and placed under nitrogen. The catalyst mixture was an amber suspension that was stirred at room temperature. Sodium borohydride (19.0 mg, 0.502 mmol) was added to a stirred solution of [(3R,3aR,6R,6aS)-3-[1-allyl-6-chloro-5-(4-pyrrolidin-1-ylphenyl)imidazo[4,5-b]pyridin-2-yl]oxy-2,3,3a,5,6,6a-hexahydrofuro[3... The reactants are C(#N)C1=C(C(=O)C(=C(C1=O)Cl)Cl)C#N (DDQ), N1C=C(C2=CC=CC=C12)CC1=C(C2=C(N(C(N(C2=O)C)=O)CC(C)C)S1)C(=O)N(C)OC (1,2,3,4-Tetrahydro-6-(1H-indol-3-ylmethyl)-N-methoxy-N,3-dimethyl-1-(2-methylpropyl)-2,4-dioxo-thieno[2,3-d]pyrimidine-5-carboxamide). The solvent is C1CCOC1 (THF), O (water). Run at time 2 hour. The product is N1C=C(C2=CC=CC=C12)C(=O)C1=C(C2=C(N(C(N(C2=O)C)=O)CC(C)C)S1)C(=O)N(C)OC (1,2,3,4-Tetrahydro-6-(1H-indol-3-ylcarbonyl)-N-methoxy-N,3-dimethyl-1-(2-methylpropyl)-2,4-dioxo-thieno[2,3-d]pyrimidine-5-carboxamide). The yield is 38.8%. As a reaction SMILES: C(C1C(=O)C(Cl)=C(Cl)C(=[O:6])C=1C#N)#N.[NH:15]1[C:23]2[C:18](=[CH:19][CH:20]=[CH:21][CH:22]=2)[C:17]([CH2:24][C:25]2[S:40][C:28]3[N:29]([CH2:36][CH:37]([CH3:39])[CH3:38])[C:30](=[O:35])[N:31]([CH3:34])[C:32](=[O:33])[C:27]=3[C:26]=2[C:41]([N:43]([O:45][CH3:46])[CH3:44])=[O:42])=[CH:16]1>C1COCC1.O>[NH:15]1[C:23]2[C:18](=[CH:19][CH:20]=[CH:21][CH:22]=2)[C:17]([C:24]([C:25]2[S:40][C:28]3[N:29]([CH2:36][CH:37]([CH3:39])[CH3:38])[C:30](=[O:35])[N:31]([CH3:34])[C:32](=[O:33])[C:27]=3[C:26]=2[C:41]([N:43]([O:45][CH3:46])[CH3:44])=[O:42])=[O:6])=[CH:16]1. Procedure details: DDQ (0.25 g) was added to a stirred solution of the product of example 4 (0.25 g) in THF (9 ml) and water (1 ml). The solution was stirred for a further 2 h and the concentrated in vacuo. The residue was purified by flash silica chromatography eluting with ethyl acetate:isohexane (7:3) to give the title compound as a pale pink solid (0.1 g). Reactants: N1C=NC2=C1C=CC(=C2)N (1H-benzo[d]imidazol-5-amine), C(OC(C[N+]#[C-])(C)C)(OC)=O (1-isocyano-2-methylpropan-2-yl methyl carbonate), CC(C)([O-])C.[Na+] (sodium tert.-butoxide), C1(=CC=CC=C1)N1CCN(CC1)C1=CC=C(C=O)C=C1 (4-(4-phenylpiperazin-1-yl)benzaldehyde), C(CC(=O)[O-])(=O)OC(C)(C)C (mono-tert-butyl malonate). Solvent: CO.C(Cl)Cl (MeOH CH2Cl2). Reaction conditions: time 4 day. Yields the product N1C=NC2=C1C=CC(=C2)N2C(CC(C2C2=CC=C(C=C2)N2CCN(CC2)C2=CC=CC=C2)=O)=O (1-(1H-Benzo[d]imidazol-5-yl)-5-(4-(4-phenylpiperazin-1-yl)phenyl)-pyrrolidine-2,4-dione). As a reaction SMILES: [NH:1]1[C:5]2[CH:6]=[CH:7][C:8]([NH2:10])=[CH:9][C:4]=2[N:3]=[CH:2]1.[C:11]1([N:17]2[CH2:22][CH2:21][N:20]([C:23]3[CH:30]=[CH:29][C:26]([CH:27]=O)=[CH:25][CH:24]=3)[CH2:19][CH2:18]2)[CH:16]=[CH:15][CH:14]=[CH:13][CH:12]=1.[C:31]([O:37]C(C)(C)C)(=O)[CH2:32][C:33]([O-:35])=O.C(=O)(OC)OC(C)(C)C[N+]#[C-].CC(C)([O-])C.[Na+]>CO.C(Cl)Cl>[NH:1]1[C:5]2[CH:6]=[CH:7][C:8]([N:10]3[CH:27]([C:26]4[CH:25]=[CH:24][C:23]([N:20]5[CH2:21][CH2:22][N:17]([C:11]6[CH:12]=[CH:13][CH:14]=[CH:15][CH:16]=6)[CH2:18][CH2:19]5)=[CH:30][CH:29]=4)[C:31](=[O:37])[CH2:32][C:33]3=[O:35])=[CH:9][C:4]=2[N:3]=[CH:2]1 |f:4.5,6.7|. Reported procedure: The compound was synthesized starting from 1H-benzo[d]imidazol-5-amine (1.01 g, 8.27 mmol), 4-(4-phenylpiperazin-1-yl)benzaldehyde (2.2 g, 8.27 mmol), mono-tert-butyl malonate (1.98 g, 12.40 mmol), 1-isocyano-2-methylpropan-2-yl methyl carbonate (1.3 g, 8.27 mmol) in MeOH/CH2Cl2 1:1 (80 ml) with stirring for 4 days and sodium tert.-butoxide (1.0 g, 8.59 mmol) according to method 5. The reactants are [N+](=O)([O-])C1=CC=C(COC(=O)[C@H]2[C@](S[C@H]3N2C([C@H]3NC(COC3=CC=CC=C3)=O)=O)(C)COC(NC(C)=O)=O)C=C1 ((2R,3S,5R,6R) 2-(N-acetyl)carbamoyloxymethyl-2-methyl-6-phenoxyacetamidopenam-3-carboxylic acid p-nitrobenzyl ester), [H][H] (hydrogen), C([O-])(O)=O.[Na+] (sodium bicarbonate). Reagents/catalysts: [Pd] (palladium on charcoal). Run in C(C)(=O)OCC (ethyl acetate). Yields the product C(C)(=O)NC(=O)OC[C@@]1(S[C@H]2N([C@H]1C(=O)O)C([C@H]2NC(COC2=CC=CC=C2)=O)=O)C ((2R,3S,5R,6R) 2-(N-Acetyl)carbamoyloxymethyl-2-methyl-6-phenoxyacetamidopenam-3-carboxylic Acid). Isolated yield 87.0%. RXN SMILES: C(=O)(O)[O-].[Na+].[N+](C1C=CC(C[O:14][C:15]([C@@H:17]2[N:21]3[C:22](=[O:35])[C@@H:23]([NH:24][C:25](=[O:34])[CH2:26][O:27][C:28]4[CH:33]=[CH:32][CH:31]=[CH:30][CH:29]=4)[C@H:20]3[S:19][C@:18]2([CH2:37][O:38][C:39](=[O:44])[NH:40][C:41](=[O:43])[CH3:42])[CH3:36])=[O:16])=CC=1)([O-])=O.[H][H]>[Pd].C(OCC)(=O)C>[C:41]([NH:40][C:39]([O:38][CH2:37][C@@:18]1([CH3:36])[C@H:17]([C:15]([OH:16])=[O:14])[N:21]2[C:22](=[O:35])[C@@H:23]([NH:24][C:25](=[O:34])[CH2:26][O:27][C:28]3[CH:33]=[CH:32][CH:31]=[CH:30][CH:29]=3)[C@H:20]2[S:19]1)=[O:44])(=[O:43])[CH3:42] |f:0.1|. Procedure details: A suspension of 10% palladium on charcoal (400 mg) in ethyl acetate (40 ml) and aqueous 0.5% sodium bicarbonate was prehydrogenated and charged with (2R,3S,5R,6R) 2-(N-acetyl)carbamoyloxymethyl-2-methyl-6-phenoxyacetamidopenam-3-carboxylic acid p-nitrobenzyl ester (400 mg 0.68 mmol). The whole was shaken at 50 psi hydrogen pressure for 30 minutes and polish filtered. The aqueous was washed with ethyl acetate (20 ml), combined with a back extract of H2O (20 ml), overlayed with ethyl acetate (25 m... The reactants are O (water), CS(=O)(=O)C1=CC=C(C=C1)C1=CC=C(C=N1)O (6-[4-(methylsulfonyl)phenyl]-3-pyridinol), CS(=O)(=O)OCC1CCN(CC1)C(=O)OC(C)(C)C (1,1-dimethylethyl 4-{[(methylsulfonyl)oxy]methyl}-1-piperidinecarboxylate), C(=O)([O-])[O-].[K+].[K+] (K2CO3). Solvent: CN(C)C=O (DMF). Product: CS(=O)(=O)C1=CC=C(C=C1)C1=CC=C(C=N1)OCC1CCN(CC1)C(=O)OC(C)(C)C (1,1-dimethylethyl 4-[({6-[4-(methylsulfonyl)phenyl]-3-pyridinyl}oxy)methyl]-1-piperidinecarboxylate). RXN SMILES: [CH3:1][S:2]([C:5]1[CH:10]=[CH:9][C:8]([C:11]2[N:16]=[CH:15][C:14]([OH:17])=[CH:13][CH:12]=2)=[CH:7][CH:6]=1)(=[O:4])=[O:3].CS(O[CH2:23][CH:24]1[CH2:29][CH2:28][N:27]([C:30]([O:32][C:33]([CH3:36])([CH3:35])[CH3:34])=[O:31])[CH2:26][CH2:25]1)(=O)=O.C([O-])([O-])=O.[K+].[K+].O>CN(C=O)C>[CH3:1][S:2]([C:5]1[CH:6]=[CH:7][C:8]([C:11]2[N:16]=[CH:15][C:14]([O:17][CH2:23][CH:24]3[CH2:29][CH2:28][N:27]([C:30]([O:32][C:33]([CH3:34])([CH3:36])[CH3:35])=[O:31])[CH2:26][CH2:25]3)=[CH:13][CH:12]=2)=[CH:9][CH:10]=1)(=[O:4])=[O:3] |f:2.3.4|. Procedure: 1,1-Dimethylethyl 4-[({6-[4-(methylsulfonyl)phenyl]-3-pyridinyl}oxy)methyl]-1-piperidinecarboxylate (0.34 g, 95%) was prepared as a white solid from 6-[4-(methylsulfonyl)phenyl]-3-pyridinol (Example 146, Step 4, 0.20 g, 0.80 mmol), 1,1-dimethylethyl 4-{[(methylsulfonyl)oxy]methyl}-1-piperidinecarboxylate (0.33 g, 1.12 mmol), K2CO3 (0.23 g, 1.60 mmol) in DMF (7 mL) in a manner similar to Example 139, Step 3. The reaction mixture was cooled to ambient temperature, and poured into water (50 mL). Th... The reactants are ClC=1C=C(N)C=CC1 (3-chloroaniline), ClC1=C(OC2=C(C=C(C=C2Cl)S(=O)(=O)Cl)Cl)C=CC(=C1)[N+](=O)[O-] (4-(2-chloro-4-nitrophenoxy)-3,5-dichloro-benzenesulfonyl chloride). The solvent is N1=CC=CC=C1 (pyridine). Yields the product ClC=1C=C(C=C(C1OC1=C(C=C(C=C1)[N+](=O)[O-])Cl)Cl)S(=O)(=O)NC1=CC(=CC=C1)Cl (3,5-dichloro-4-(2-chloro-4-nitrophenoxy)-N-(3-chlorophenyl)benzenesulfonamide). Reaction SMILES: [Cl:1][C:2]1[CH:3]=[C:4]([CH:6]=[CH:7][CH:8]=1)[NH2:5].[Cl:9][C:10]1[CH:28]=[C:27]([N+:29]([O-:31])=[O:30])[CH:26]=[CH:25][C:11]=1[O:12][C:13]1[C:18]([Cl:19])=[CH:17][C:16]([S:20](Cl)(=[O:22])=[O:21])=[CH:15][C:14]=1[Cl:24]>N1C=CC=CC=1>[Cl:24][C:14]1[CH:15]=[C:16]([S:20]([NH:5][C:4]2[CH:6]=[CH:7][CH:8]=[C:2]([Cl:1])[CH:3]=2)(=[O:22])=[O:21])[CH:17]=[C:18]([Cl:19])[C:13]=1[O:12][C:11]1[CH:25]=[CH:26][C:27]([N+:29]([O-:31])=[O:30])=[CH:28][C:10]=1[Cl:9]. Procedure details: A solution of 3-chloroaniline (38 μL, 0.35 mmol) and 4-(2-chloro-4-nitrophenoxy)-3,5-dichloro-benzenesulfonyl chloride (100 mg, 0.24 mmol), was stirred in pyridine (2 mL) at room temperature for three days. The reaction mixture was concentrated by rotary evaporator and dissolved in dichloromethane. The solution was washed successively with 1N HCl, and NaHCO3 (sat.)/brine. The organic fraction was dried over MgSO4, filtered, and concentrated. The compound was purified by radial silica gel chromat... The reactants are [Al+3], [Cl-], [Cl-], [Cl-], ClCCl, O=C(Cl)CCCCl, Cl, Fc1ccc2[nH]ccc2c1. The product is O=C(CCCCl)c1c[nH]c2ccc(F)cc12. Reaction SMILES: [Al+3:2].[Cl-:1].[Cl-:3].[Cl-:4].[Cl:23][CH2:24][Cl:25].[Cl:5][CH2:6][CH2:7][CH2:8][C:9](=[O:10])[Cl:11].[ClH:22].[F:12][c:13]1[cH:14][c:15]2[cH:16][cH:17][nH:18][c:19]2[cH:20][cH:21]1>>[Cl:5][CH2:6][CH2:7][CH2:8][C:9](=[O:10])[c:16]1[c:15]2[cH:14][c:13]([F:12])[cH:21][cH:20][c:19]2[nH:18][cH:17]1. Reactants: O=C1C(CCCC1)N1N=C(C=CC1=O)C=1C(=NN2C1C=CC=C2)C2=CC=CC=C2 (3-[2-(2-oxocyclohexyl)-3-oxo-2,3-dihydropyridazin-6-yl]-2-phenylpyrazolo[1,5-a]pyridine), Cl.NNC(=O)N (semicarbazide hydrochloride), C([O-])([O-])=O.[K+].[K+] (potassium carbonate), O (water). Run in C(C)O (ethanol). Product: C(N)(=O)NN=C1C(CCCC1)N1N=C(C=CC1=O)C=1C(=NN2C1C=CC=C2)C2=CC=CC=C2 (3-[2-(2-carbamoylhydrazonocyclohexyl)-3-oxo-2,3-dihydropyridazin-6-yl]-2-phenylpyrazolo[1,5-a]pyridine). The yield is 47.4%. Reaction SMILES: O=[C:2]1[CH2:7][CH2:6][CH2:5][CH2:4][CH:3]1[N:8]1[C:13](=[O:14])[CH:12]=[CH:11][C:10]([C:15]2[C:16]([C:24]3[CH:29]=[CH:28][CH:27]=[CH:26][CH:25]=3)=[N:17][N:18]3[CH:23]=[CH:22][CH:21]=[CH:20][C:19]=23)=[N:9]1.Cl.[NH2:31][NH:32][C:33]([NH2:35])=[O:34].C(=O)([O-])[O-].[K+].[K+].O>C(O)C>[C:33]([NH:32][N:31]=[C:2]1[CH2:7][CH2:6][CH2:5][CH2:4][CH:3]1[N:8]1[C:13](=[O:14])[CH:12]=[CH:11][C:10]([C:15]2[C:16]([C:24]3[CH:29]=[CH:28][CH:27]=[CH:26][CH:25]=3)=[N:17][N:18]3[CH:23]=[CH:22][CH:21]=[CH:20][C:19]=23)=[N:9]1)(=[O:34])[NH2:35] |f:1.2,3.4.5|. Procedure details: A mixture of 3-[2-(2-oxocyclohexyl)-3-oxo-2,3-dihydropyridazin-6-yl]-2-phenylpyrazolo[1,5-a]pyridine (231 mg), semicarbazide hydrochloride (101 mg), potassium carbonate (125 mg), water (2 ml), and ethanol (10 ml) was heated under reflux for 4 hours. Ethanol was evaporated in vacuo and the residue was partitioned between dichloromethane (30 ml) and saturated aqueous sodium bicarbonate (30 ml). After an additional extraction with dichloromethane, the combined extracts were washed with brine (20 ml...